This data is from the Open Reaction Database (ORD), a public repository of structured organic reaction records. The task is: describe an organic reaction: reactants, conditions, products, and yield Starting materials: C(C)OCC (diethyl ether), [H-].[H-].[H-].[H-].[Li+].[Al+3] (LiAlH4), C(C)OC(CC1(SC2=C(S1)C=C1C(SC(S1)(CC(=O)O)CC(=O)O)=C2)CC(=O)O)=O (Benzo[1,2-d:4,5-d']bis(1,3)dithiole-2,2,6,6-tetraacetic acid ethyl ester), C(C)O (ethanol). Solvent: O (water). Product: OCCC1(SC2=C(S1)C=C1C(SC(S1)(CCO)CCO)=C2)CCO (2,2,6,6-Tetra(hydroxyethyl)benzo[1,2-d:4,5-d']bis(1,3)dithiole). RXN SMILES: C(OCC)C.[H-].[H-].[H-].[H-].[Li+].[Al+3].C([O:14][C:15](=O)[CH2:16][C:17]1([CH2:37][C:38](O)=[O:39])[S:21][C:20]2[CH:22]=[C:23]3[S:27][C:26]([CH2:32][C:33](O)=[O:34])([CH2:28][C:29](O)=[O:30])[S:25][C:24]3=[CH:36][C:19]=2[S:18]1)C.C(O)C>O>[OH:34][CH2:33][CH2:32][C:26]1([CH2:28][CH2:29][OH:30])[S:25][C:24]2[CH:36]=[C:19]3[S:18][C:17]([CH2:37][CH2:38][OH:39])([CH2:16][CH2:15][OH:14])[S:21][C:20]3=[CH:22][C:23]=2[S:27]1 |f:1.2.3.4.5.6|. Reported procedure: A dry flask under argon atmosphere was charged with diethyl ether (2600 ml) and LiAlH4 (21.2 g 0.56 mol) Benzo[1,2-d:4,5-d']bis(1,3)dithiole-2,2,6,6-tetraacetic acid ethyl ester (80.2 g, 0.139 mol) was added and the mixture was refluxed for 26 h. The mixture was cooled to ambient temperature and ethanol (165 ml) was carefully added followed by water (410 ml). The ether was decanted off and the white precipitate was stirred with water (3300 ml) to give a slurry. After acidification with hydrochlo...